From a dataset of the Open Reaction Database (ORD), a public repository of structured organic reaction records. describe an organic reaction: reactants, conditions, products, and yield Reactants: N#CC=1C=CC=CC1C. Reagents/catalysts: O1B(OC(C)(C)C1(C)C)B2OC(C)(C)C(O2)(C)C, N=1C=CC(=CC1C=2N=CC=C(C2)C(C)(C)C)C(C)(C)C, C[OH2+].C[OH2+].C1CC=CCCC=C1.C1CC=CCCC=C1.[Ir].[Ir]. The solvent is O(C)C(C)(C)C. Conditions: temperature 25 celsius, time 16 hour. Product: N#CC1=CC=C(C=C1C)B2OC(C)(C)C(O2)(C)C, N#CC1=CC(=CC=C1C)B2OC(C)(C)C(O2)(C)C. The yield is 40.0%. Procedure: General procedure C was applied to 2-methylbenzonitrile 15g(47mg, 0.4mmol). The reaction mixture was stirredat  room  temperature for  16hours giving  a  conversion  of  >99%  (GCMS)  and 16g, 17gand 18in  a 52:40:8 mixture (1H NMR spectrum). Reactants: BrCCCCCCBr, CCCC[N+](CCCC)(CCCC)CCCC, [Na+], [OH-], O, O=S(=O)([O-])O, OCCCc1ccccc1. The product is BrCCCCCCOCCCc1ccccc1. RXN SMILES: [Br:11][CH2:12][CH2:13][CH2:14][CH2:15][CH2:16][CH2:17][Br:18].[CH2:26]([N+:27]([CH2:28][CH2:29][CH2:30][CH3:31])([CH2:32][CH2:33][CH2:34][CH3:35])[CH2:36][CH2:37][CH2:38][CH3:39])[CH2:40][CH2:41][CH3:42].[Na+:20].[OH-:19].[OH2:43].[S:21]([O-:22])([OH:23])(=[O:24])=[O:25].[c:1]1([CH2:7][CH2:8][CH2:9][OH:10])[cH:2][cH:3][cH:4][cH:5][cH:6]1>>[c:1]1([CH2:7][CH2:8][CH2:9][O:10][CH2:17][CH2:16][CH2:15][CH2:14][CH2:13][CH2:12][Br:11])[cH:2][cH:3][cH:4][cH:5][cH:6]1. Reactants: CN1N=C(C=C1CCCO)C1=CC=C(C=C1)OC(F)(F)F (3-[2-methyl-5-(4-trifluoromethoxy-phenyl)-2H-pyrazol-3-yl]-propan-1-ol), CN(C(=O)N=NC(=O)N(C)C)C (N,N,N′,N′-tetramethyl azodicarboxamide), C(CCC)P(CCCC)CCCC (tributylphosphine), C(C)OC(CN1C=CC2=CC=C(C=C12)O)=O ((6-hydroxy-indol-1-yl)-acetic acid ethyl ester). Yields the product C(C)OC(CN1C=CC2=CC=C(C=C12)OCCCC=1N(N=C(C1)C1=CC=C(C=C1)OC(F)(F)F)C)=O ((6-{3-[2-methyl-5-(4-trifluoromethoxy-phenyl)-2H-pyrazol-3-yl]-propoxy}-indol-1-yl)-acetic acid ethyl ester). As a reaction SMILES: [CH2:1]([O:3][C:4](=[O:16])[CH2:5][N:6]1[C:14]2[C:9](=[CH:10][CH:11]=[C:12]([OH:15])[CH:13]=2)[CH:8]=[CH:7]1)[CH3:2].[CH3:17][N:18]1[C:22]([CH2:23][CH2:24][CH2:25]O)=[CH:21][C:20]([C:27]2[CH:32]=[CH:31][C:30]([O:33][C:34]([F:37])([F:36])[F:35])=[CH:29][CH:28]=2)=[N:19]1.CN(C)C(N=NC(N(C)C)=O)=O.C(P(CCCC)CCCC)CCC>>[CH2:1]([O:3][C:4](=[O:16])[CH2:5][N:6]1[C:14]2[C:9](=[CH:10][CH:11]=[C:12]([O:15][CH2:25][CH2:24][CH2:23][C:22]3[N:18]([CH3:17])[N:19]=[C:20]([C:27]4[CH:32]=[CH:31][C:30]([O:33][C:34]([F:36])([F:37])[F:35])=[CH:29][CH:28]=4)[CH:21]=3)[CH:13]=2)[CH:8]=[CH:7]1)[CH3:2]. Reported procedure: In analogy to the procedure described for example 3 c], (6-hydroxy-indol-1-yl)-acetic acid ethyl ester (example 2 e]) was reacted with 3-[2-methyl-5-(4-trifluoromethoxy-phenyl)-2H-pyrazol-3-yl]-propan-1-ol in the presence of N,N,N′,N′-tetramethyl azodicarboxamide and tributylphosphine to give (6-{3-[2-methyl-5-(4-trifluoromethoxy-phenyl)-2H-pyrazol-3-yl]-propoxy}-indol-1-yl)-acetic acid ethyl ester as colorless oil. Starting materials: C(C)N1C(N([C@@H](C1)C(=O)OC(C)(C)C)C([C@@H](CSC(C1=CC=CC=C1)=O)C)=O)=O (tert.-butyl (4S)-1-ethyl-3-[(2S)-3-benzoylthio-2-methylpropionyl]-2-oxo-imidazolidine-4-carboxylate), FC(C(=O)O)(F)F (trifluoroacetic acid). Product: C(C)N1C(N([C@@H](C1)C(=O)O)C([C@@H](CSC(C1=CC=CC=C1)=O)C)=O)=O ((4S)-1-ethyl-3-[(2S)-3-benzoylthio-2-methylpropionyl]-2-oxo-imidazolidine-4-carboxylic acid). Isolated yield 95.2%. As a reaction SMILES: [CH2:1]([N:3]1[CH2:7][C@@H:6]([C:8]([O:10]C(C)(C)C)=[O:9])[N:5]([C:15](=[O:28])[C@H:16]([CH3:27])[CH2:17][S:18][C:19](=[O:26])[C:20]2[CH:25]=[CH:24][CH:23]=[CH:22][CH:21]=2)[C:4]1=[O:29])[CH3:2].FC(F)(F)C(O)=O>>[CH2:1]([N:3]1[CH2:7][C@@H:6]([C:8]([OH:10])=[O:9])[N:5]([C:15](=[O:28])[C@H:16]([CH3:27])[CH2:17][S:18][C:19](=[O:26])[C:20]2[CH:25]=[CH:24][CH:23]=[CH:22][CH:21]=2)[C:4]1=[O:29])[CH3:2]. Procedure details: 4.0 g of tert.-butyl (4S)-1-ethyl-3-[(2S)-3-benzoylthio-2-methylpropionyl]-2-oxo-imidazolidine-4-carboxylate and 15 ml of trifluoroacetic acid are treated in the same manner as described in Example 2-(3). 3.3 g of (4S)-1-ethyl-3-[(2S)-3-benzoylthio-2-methylpropionyl]-2-oxo-imidazolidine-4-carboxylic acid are obtained as colorless crystals. Yield: 95.2% The physico-chemical properties of this product are identical with those of the sample obtained in Example 4-(4).